This data is from the Open Reaction Database (ORD), a public repository of structured organic reaction records. The task is: describe an organic reaction: reactants, conditions, products, and yield Yields the product CC=1C(=NC2=CC=CC=C2N1)C1=NNC(=C1)NC(CC(=O)OCC)=O (ethyl 3-{[3-(3-methylquinoxalin-2-yl)-1H-pyrazol-5-yl]amino}-3-oxopropanoate). Run in CN(C(C)=O)C (N,N-dimethylacetamide), C(C)O (ethanol). Conditions: time 3 hour. Starting materials: CC=1C(=NC2=CC=CC=C2N1)C1=NNC(=C1)N (3-(3-methylquinoxalin-2-yl)-1H-pyrazol-5-amine), C(C)C(C(=O)Cl)C(=O)Cl (ethyl malonyl chloride), N1=CC=CC=C1 (pyridine), O (water). As a reaction SMILES: [CH3:1][C:2]1[C:3]([C:12]2[CH:16]=[C:15]([NH2:17])[NH:14][N:13]=2)=[N:4][C:5]2[C:10]([N:11]=1)=[CH:9][CH:8]=[CH:7][CH:6]=2.C([CH:20]([C:24](Cl)=[O:25])[C:21](Cl)=[O:22])C.N1[CH:32]=[CH:31]C=CC=1.[OH2:33]>CN(C)C(=O)C.C(O)C>[CH3:1][C:2]1[C:3]([C:12]2[CH:16]=[C:15]([NH:17][C:24](=[O:25])[CH2:20][C:21]([O:22][CH2:31][CH3:32])=[O:33])[NH:14][N:13]=2)=[N:4][C:5]2[C:10]([N:11]=1)=[CH:9][CH:8]=[CH:7][CH:6]=2. Reported procedure: To a solution of 3-(3-methylquinoxalin-2-yl)-1H-pyrazol-5-amine (5.00 g, 22.2 mmol) in N,N-dimethylacetamide (111 mL) was added ethyl malonyl chloride (5.68 mL, 44.4 mmol) and pyridine (37.2 mL, 45.9 mmol) at 0° C. After being stirred for 3 h, the reaction mixture was diluted with ethanol (118 mL), and stirred at room temperature for 18 h. After adding water (260 mL), the resulting precipitate was collected and washed with water to give ethyl 3-{[3-(3-methylquinoxalin-2-yl)-1H-pyrazol-5-yl]amino... The reactants are COC(=O)[C@H]1N(C[C@@H](C1)OS(=O)(=O)C)C(=O)OCC1=CC=C(C=C1)OC ((2S,4R)-1-p-methoxybenzyloxycarbonyl-4-methanesulfonyloxypyrrolidine-2-carboxylic acid methyl ester), [BH4-].[Na+] (sodium borohydride), S(O)(O)(=O)=O (sulfuric acid). Run in O1CCCC1 (tetrahydrofuran), C(C)O (ethanol). Reaction conditions: time 4 hour. The product is COC1=CC=C(COC(=O)N2[C@@H](C[C@H](C2)OS(=O)(=O)C)CO)C=C1 ((2S,4R)-1-p-methoxybenzyloxycarbonyl-4-methanesulfonyloxypyrrolidine-2-methanol). Isolated yield 79.7%. Reaction SMILES: C[O:2][C:3]([C@@H:5]1[CH2:9][C@@H:8]([O:10][S:11]([CH3:14])(=[O:13])=[O:12])[CH2:7][N:6]1[C:15]([O:17][CH2:18][C:19]1[CH:24]=[CH:23][C:22]([O:25][CH3:26])=[CH:21][CH:20]=1)=[O:16])=O.[BH4-].[Na+].S(=O)(=O)(O)O>O1CCCC1.C(O)C>[CH3:26][O:25][C:22]1[CH:21]=[CH:20][C:19]([CH2:18][O:17][C:15]([N:6]2[CH2:7][C@H:8]([O:10][S:11]([CH3:14])(=[O:12])=[O:13])[CH2:9][C@H:5]2[CH2:3][OH:2])=[O:16])=[CH:24][CH:23]=1 |f:1.2|. Reported procedure: To a solution of (2S,4R)-1-p-methoxybenzyloxycarbonyl-4-methanesulfonyloxypyrrolidine-2-carboxylic acid methyl ester (79.4 g: 205 mmole) in a mixture of tetrahydrofuran (200 ml) and ethanol (300 ml), sodium borohydride (14 g) is added in several portions under ice cooling. The mixture is stirred at room temperature for 4 hours. The reaction mixture is neutralized with conc. sulfuric acid, concentrated in vacuo to approximately a half volume, diluted with water, and extracted with ethyl acetate. ... Reactants: C1(CC1)C(=O)C=1C=NC2=CC=C(N=C2C1NC=1C=CC(=NC1)N1C[C@@H](CCC1)NC(OC(C)(C)C)=O)C1=CC(=C(C(=C1)Cl)O)Cl ((R)-tert-butyl [1-(5-{[3-(cyclopropanecarbonyl)-6-(3,5-dichloro-4-hydroxyphenyl)-1,5-naphthyridin-4-yl]amino}pyridin-2-yl)piperidin-3-yl]carbamate), C(=O)(C(F)(F)F)O (TFA), trihydrochloride. Product: Cl.Cl.Cl.N[C@H]1CN(CCC1)C1=CC=C(C=N1)NC1=C(C=NC2=CC=C(N=C12)C1=CC(=C(C(=C1)Cl)O)Cl)C(CC)=O ((R)-1-(4-((6-(3-aminopiperidin-1-yl)pyridin-3-yl)amino)-6-(3,5-dichloro-4-hydroxyphenyl)-1,5-naphthyridin-3-yl)propan-1-one trihydrochloride). Isolated yield 247.4%. As a reaction SMILES: [CH:1]1([C:4]([C:6]2[CH:7]=[N:8][C:9]3[C:14]([C:15]=2[NH:16][C:17]2[CH:18]=[CH:19][C:20]([N:23]4[CH2:28][CH2:27][CH2:26][C@@H:25]([NH:29]C(=O)OC(C)(C)C)[CH2:24]4)=[N:21][CH:22]=2)=[N:13][C:12]([C:37]2[CH:42]=[C:41]([Cl:43])[C:40]([OH:44])=[C:39]([Cl:45])[CH:38]=2)=[CH:11][CH:10]=3)=[O:5])C[CH2:2]1.C(O)(C(F)(F)F)=O>>[ClH:43].[ClH:43].[ClH:43].[NH2:29][C@@H:25]1[CH2:26][CH2:27][CH2:28][N:23]([C:20]2[N:21]=[CH:22][C:17]([NH:16][C:15]3[C:14]4[C:9](=[CH:10][CH:11]=[C:12]([C:37]5[CH:38]=[C:39]([Cl:45])[C:40]([OH:44])=[C:41]([Cl:43])[CH:42]=5)[N:13]=4)[N:8]=[CH:7][C:6]=3[C:4](=[O:5])[CH2:1][CH3:2])=[CH:18][CH:19]=2)[CH2:24]1 |f:2.3.4.5|. Reported procedure: Following general procedure IV-2, (R)-tert-butyl [1-(5-{[3-(cyclopropanecarbonyl)-6-(3,5-dichloro-4-hydroxyphenyl)-1,5-naphthyridin-4-yl]amino}pyridin-2-yl)piperidin-3-yl]carbamate (80 mg, 0.12 mmol) was reacted with TFA (2 mL) followed by formation of the trihydrochloride salt to afford the desired product (48 mg, 62%) as an orange solid: 1H NMR (500 MHz, CD3OD) δ 9.39 (s, 1H), 8.49 (d, J=9.5 Hz, 1H), 8.42 (d, J=9.0 Hz, 1H), 8.26 (d, J=2.0 Hz, 1H), 7.92 (dd, J=9.5, 2.0 Hz, 1H), 7.58 (s, 2H), 7....